Dataset: the Open Reaction Database (ORD), a public repository of structured organic reaction records. Task: describe an organic reaction: reactants, conditions, products, and yield Starting materials: C1CCOC1, CN(C)CCN(C)C, COCn1c(-c2ccccc2)c(C2CCCCC2)c2sc(C(=O)O)cc21, [Li]C(C)CC, CN(C)C=O. The product is COCn1c(-c2ccccc2)c(C2CCCCC2)c2sc(C(=O)O)c(C=O)c21. Reaction SMILES: [CH2:45]1[O:46][CH2:47][CH2:48][CH2:49]1.[CH3:32][N:33]([CH3:34])[CH2:35][CH2:36][N:37]([CH3:38])[CH3:39].[CH:1]1([c:7]2[c:8]3[c:9]([n:10]([CH2:18][O:19][CH3:20])[c:11]2-[c:12]2[cH:13][cH:14][cH:15][cH:16][cH:17]2)[cH:21][c:22]([C:24](=[O:25])[OH:26])[s:23]3)[CH2:2][CH2:3][CH2:4][CH2:5][CH2:6]1.[CH:27]([Li:28])([CH2:29][CH3:30])[CH3:31].[O:40]=[CH:41][N:42]([CH3:43])[CH3:44]>>[CH:1]1([c:7]2[c:8]3[c:9]([n:10]([CH2:18][O:19][CH3:20])[c:11]2-[c:12]2[cH:13][cH:14][cH:15][cH:16][cH:17]2)[c:21]([CH:41]=[O:40])[c:22]([C:24](=[O:25])[OH:26])[s:23]3)[CH2:2][CH2:3][CH2:4][CH2:5][CH2:6]1. Yield: 60.0%. Yields the product C(C1=CC=CC=C1)N1[C@@H](COCC1=O)C(=O)O ((S)-4-Benzyl-5-oxomorpholine-3-carboxylic acid). The reactants are C(C1=CC=CC=C1)N[C@H](C(=O)O)CO ((S)-2-(benzylamino)-3-hydroxypropanoic acid), C([O-])([O-])=O.[K+].[K+] (potassium carbonate), [OH-].[Na+] (sodium hydroxide), ClCC(=O)Cl (chloroacetylchloride). Solvent: O1CCCC1 (tetrahydrofuran), C(C)OCC (diethyl ether). As a reaction SMILES: [CH2:1]([NH:8][C@@H:9]([CH2:13][OH:14])[C:10]([OH:12])=[O:11])[C:2]1[CH:7]=[CH:6][CH:5]=[CH:4][CH:3]=1.C(=O)([O-])[O-].[K+].[K+].Cl[CH2:22][C:23](Cl)=[O:24].[OH-].[Na+]>O1CCCC1.C(OCC)C>[CH2:1]([N:8]1[C:23](=[O:24])[CH2:22][O:14][CH2:13][C@H:9]1[C:10]([OH:12])=[O:11])[C:2]1[CH:7]=[CH:6][CH:5]=[CH:4][CH:3]=1 |f:1.2.3,5.6|. Run at time 2 hour. Procedure details: To a solution of (S)-2-(benzylamino)-3-hydroxypropanoic acid (40.0 g, 205 mmol) in tetrahydrofuran (600 mL) was added aqueous potassium carbonate solution (85.0 g, 600 mL) at 0° C. under nitrogen atmosphere, and additionally, chloroacetylchloride (29.0 mL, 369 mmol) was added. After stirring for 2 hours at room temperature, to the mixture was added 30% aqueous sodium hydroxide solution to adjust to pH 13. To the mixture was added diethyl ether, and the organic layer was separated, and then conce... The reactants are C(CCCCCCCCCCC)NCCNCCN (N-dodecyldiethylenetriamine), C(CC(=O)C)(=O)OC (methyl acetoacetate). Product: C(CCCCCCCCCCC)NCCN1CCN=C(CC1=O)C (4-dodecylaminoethyl-7-methyl-3,6-dihydro-2H-1,4-diazepin-5-one). As a reaction SMILES: [CH2:1]([NH:13][CH2:14][CH2:15][NH:16][CH2:17][CH2:18][NH2:19])[CH2:2][CH2:3][CH2:4][CH2:5][CH2:6][CH2:7][CH2:8][CH2:9][CH2:10][CH2:11][CH3:12].[C:20](OC)(=[O:25])[CH2:21][C:22]([CH3:24])=O>>[CH2:1]([NH:13][CH2:14][CH2:15][N:16]1[C:20](=[O:25])[CH2:21][C:22]([CH3:24])=[N:19][CH2:18][CH2:17]1)[CH2:2][CH2:3][CH2:4][CH2:5][CH2:6][CH2:7][CH2:8][CH2:9][CH2:10][CH2:11][CH3:12]. Procedure details: Into an apparatus similar to that in Example 1, were charged 271.1 g (1 mole) of N-dodecyldiethylenetriamine and 116.1 g (1 mole) of methyl acetoacetate. After 18 g of water and 32 g of methanol had been distilled off at 140° to 150° C., there was obtained 4-dodecylaminoethyl-7-methyl-3,6-dihydro-2H-1,4-diazepin-5-one in slight red liquid. The solvent is C1=CC=CC=C1 (benzene). Yields the product C(C)(C)N1C(OC2(C1)COC1=C(OC2)C=CC=C1)=O (3'-isopropyl-3,4-dihydro-2H-1,5-benzodioxepin-3-spiro-5'-oxazolidin-2'-one). Starting materials: OC1(COC2=C(OC1)C=CC=C2)CNC(C)C (3-hydroxy-3-isopropylaminomethyl-3,4-dihydro-2H-1,5-benzodioxepin), C(CCC)O (butanol), C(OCCCC)(OCCCC)=O (dibutyl carbonate), C(OCCCC)(OCCCC)=O (dibutyl carbonate), [Na] (sodium). Procedure: A mixture of 3-hydroxy-3-isopropylaminomethyl-3,4-dihydro-2H-1,5-benzodioxepin (11.85 g.; 50 millimoles), prepared as described in Example 1, and dibutyl carbonate (13.1 g.) with a small piece of metallic sodium is heated in an oil bath. The temperature then is slowly raised to 170° C. with removal of butanol. Finally, the mixture is heated between 170°-200° C. with removal of excess dibutyl carbonate. The cooled reaction product is dissolved in benzene, washed with water, dried over sodium sulf... Reaction SMILES: [OH:1][C:2]1([CH2:13][NH:14][CH:15]([CH3:17])[CH3:16])[CH2:8][O:7][C:6]2[CH:9]=[CH:10][CH:11]=[CH:12][C:5]=2[O:4][CH2:3]1.[C:18](=O)(OCCCC)[O:19]CCCC.[Na].C(O)CCC>C1C=CC=CC=1>[CH:15]([N:14]1[CH2:13][C:2]2([CH2:8][O:7][C:6]3[CH:9]=[CH:10][CH:11]=[CH:12][C:5]=3[O:4][CH2:3]2)[O:1][C:18]1=[O:19])([CH3:17])[CH3:16] |^1:29|. The solvent is CN(C=O)C (N,N-dimethylformamide). Reactants: O (water), C(C)OC(C1=C(C(=C(C=C1)N1C=C(C(=C1)C1=C(C=CC=C1)O)C#N)OC)OC)=O (4-[4-(2-hydroxyphenyl)-3-cyanopyrrole-1-yl]-2-methoxy-methoxy benzoic acid ethyl ester), C([O-])([O-])=O.[K+].[K+] (potassium carbonate), BrCCCOC (1-bromo-3-methoxy-propane). Run at temperature 70 celsius, time 18 hour. Procedure: To a solution of 4-[4-(2-hydroxyphenyl)-3-cyanopyrrole-1-yl]-2-methoxy-methoxy benzoic acid ethyl ester (0.12 g) and potassium carbonate (0.10 g) in N,N-dimethylformamide (1 mL) was added 1-bromo-3-methoxy-propane (0.092 g), and this mixture was stirred at 70° C. for 18 hours. This reaction mixture was poured into water, and this mixture was extracted with ethyl acetate. This organic layer was washed with brine, dried over anhydrous magnesium sulfate and concentrated under reduced pressure to gi... RXN SMILES: [CH2:1]([O:3][C:4](=[O:29])[C:5]1[CH:10]=[CH:9][C:8]([N:11]2[CH:15]=[C:14]([C:16]3[CH:21]=[CH:20][CH:19]=[CH:18][C:17]=3[OH:22])[C:13]([C:23]#[N:24])=[CH:12]2)=[C:7](OC)[C:6]=1[O:27][CH3:28])[CH3:2].[C:30](=[O:33])([O-])[O-].[K+].[K+].BrC[CH2:38][CH2:39][O:40][CH3:41].O>CN(C)C=O>[CH2:1]([O:3][C:4](=[O:29])[C:5]1[CH:10]=[CH:9][C:8]([N:11]2[CH:15]=[C:14]([C:16]3[CH:21]=[CH:20][CH:19]=[CH:18][C:17]=3[O:22][CH2:38][CH2:39][O:40][CH3:41])[C:13]([C:23]#[N:24])=[CH:12]2)=[CH:7][C:6]=1[O:27][CH2:28][O:33][CH3:30])[CH3:2] |f:1.2.3|. The product is C(C)OC(C1=C(C=C(C=C1)N1C=C(C(=C1)C1=C(C=CC=C1)OCCOC)C#N)OCOC)=O (4-{3-Cyano-4-[2-(2-methoxyethoxy)phenyl]pyrrole-1-yl}-2-methoxymethoxy-benzoic acid ethyl ester). The yield is 87.1%.